Dataset: the Open Reaction Database (ORD), a public repository of structured organic reaction records. Task: describe an organic reaction: reactants, conditions, products, and yield The reactants are O.C(C=O)(=O)O (Glyoxalic acid monohydrate), CC=1NC=C(C1C(C)=O)C (2,4-dimethyl-3-acetyl-pyrrole). Run in I (hydriodic acid), [PH2](=O)O (hypophosphorous acid). Conditions: temperature 15 celsius, time 1 hour. The product is CC=1NC(=C(C1C(C)=O)C)CC(=O)O (2,4-Dimethyl-3-acetyl-pyrrole-5-acetic acid). As a reaction SMILES: O.[C:2]([OH:6])(=[O:5])[CH:3]=O.[CH3:7][C:8]1[NH:9][CH:10]=[C:11]([CH3:16])[C:12]=1[C:13](=[O:15])[CH3:14]>I.[PH2](O)=O>[CH3:7][C:8]1[NH:9][C:10]([CH2:3][C:2]([OH:6])=[O:5])=[C:11]([CH3:16])[C:12]=1[C:13](=[O:15])[CH3:14] |f:0.1|. Procedure details: Glyoxalic acid monohydrate (500mg) was added to a solution of 548 mg of 2,4-dimethyl-3-acetyl-pyrrole in 10 ml of aqueous hydriodic acid and 2 ml of hypophosphorous acid. The solution was stirred for one hour at 15° C. The yellow crystalline solid was filtered off, washed with ether, dried, then slurried with 5 ml of water. The solid was again separated, washed with 5 ml of water, dried, and extracted into 40 ml of ether (thimble). When the ether solution was concentrated the produce separated a... The reactants are C(C)OP(=O)(CCCCC1=CC=CC=C1)CC(=O)N1CC2(SCCS2)C[C@H]1C(=O)OCOC(C(C)(C)C)=O ((S)-7-[[Ethoxy(4-phenylbutyl)phosphinyl]acetyl]-1,4-dithia-7-azaspiro[4.4]nonane-8-carboxylic acid, (2,2-dimethyl-1-oxopropoxy)methyl ester), Br[Si](C)(C)C (bromotrimethylsilane). Run in ClCCl (dichloromethane). Reaction conditions: time 16 hour. Product: OP(=O)(CCCCC1=CC=CC=C1)CC(=O)N1CC2(SCCS2)C[C@H]1C(=O)OCOC(C(C)(C)C)=O ((S)-7-[[Hydroxy(4-phenylbutyl)phosphinyl]acetyl]-1,4-dithia-7-azaspiro[4.4]nonane-8-carboxylic acid, (2,2-dimethyl-1-oxopropoxy)methyl ester). As a reaction SMILES: C([O:3][P:4]([CH2:16][C:17]([N:19]1[C@H:27]([C:28]([O:30][CH2:31][O:32][C:33](=[O:38])[C:34]([CH3:37])([CH3:36])[CH3:35])=[O:29])[CH2:26][C:21]2([S:25][CH2:24][CH2:23][S:22]2)[CH2:20]1)=[O:18])([CH2:6][CH2:7][CH2:8][CH2:9][C:10]1[CH:15]=[CH:14][CH:13]=[CH:12][CH:11]=1)=[O:5])C.Br[Si](C)(C)C>ClCCl>[OH:5][P:4]([CH2:16][C:17]([N:19]1[C@H:27]([C:28]([O:30][CH2:31][O:32][C:33](=[O:38])[C:34]([CH3:36])([CH3:35])[CH3:37])=[O:29])[CH2:26][C:21]2([S:22][CH2:23][CH2:24][S:25]2)[CH2:20]1)=[O:18])([CH2:6][CH2:7][CH2:8][CH2:9][C:10]1[CH:15]=[CH:14][CH:13]=[CH:12][CH:11]=1)=[O:3]. Procedure: (S)-7-[[Ethoxy(4-phenylbutyl)phosphinyl]acetyl]-1,4-dithia-7-azaspiro[4.4]nonane-8-carboxylic acid, (2,2-dimethyl-1-oxopropoxy)methyl ester (2.7 g) in dichloromethane (dried over alumina) is treated with bromotrimethylsilane (1.2 ml) via syringe and the reaction mixture is stirred for 16 hours under argon. The solvent and excess bromotrimethylsilane is evaporated in vacuo and the residue is taken up in ethyl acetate and water and stirred for 15 minutes. The layers are separated and the ethyl ace... Reactants: ClC1=CC(=C(C=C1Cl)S(=O)(=O)N)F (4,5-dichloro-2-fluorobenzenesulphonamide), C1(CC1)N (cyclopropylamine). Run in O1CCOCC1 (dioxane). Conditions: temperature 105 celsius. The product is ClC1=CC(=C(C=C1Cl)S(=O)(=O)N)NC1CC1 (4,5-dichloro-2-cyclopropylaminobenzenesulphonamide). Reaction SMILES: [Cl:1][C:2]1[C:7]([Cl:8])=[CH:6][C:5]([S:9]([NH2:12])(=[O:11])=[O:10])=[C:4](F)[CH:3]=1.[CH:14]1([NH2:17])[CH2:16][CH2:15]1>O1CCOCC1>[Cl:1][C:2]1[C:7]([Cl:8])=[CH:6][C:5]([S:9]([NH2:12])(=[O:11])=[O:10])=[C:4]([NH:17][CH:14]2[CH2:16][CH2:15]2)[CH:3]=1. Procedure details: A solution of 4,5-dichloro-2-fluorobenzenesulphonamide (3 g) in dioxane (30 mL) to which cyclopropylamine (3 mL) has been added is heated at 100-110° C. in a hermetically closed vessel for 24 hours. The solvent and the excess of amine are removed by distillation under reduced pressure and the residue is dissolved in methanol (20 mL). The methanolic solution is cooled on an ice bath, and water (60 mL) is added. The precipitate obtained (the title product) is collected by filtration, washed with w... Starting materials: [Cl-].[NH4+] (ammonium chloride), C(=O)(N1C=NC=C1)N1C=NC=C1 (1,1′-Carbonyldiimidazole), ON=C(N)C1=NC(=CC=C1)C1=CC(=C(C=C1)OC)C1C=2C(CC(CC2OC=2CC(CC(C12)=O)(C)C)(C)C)=O (N′-hydroxy-6-[4-methoxy-3-(3,3,6,6-tetramethyl-1,8-dioxo-2,3,4,5,6,7,8,9-octahydro-1H-xanthen-9-yl)phenyl]pyridine-2-carboximidamide), N12CCCCCC2=NCCC1 (1,8-diazabicyclo[5.4.0]undec-7-ene). Run in C1CCOC1 (THF). Conditions: time 2 hour. Yields the product COC1=C(C=C(C=C1)C1=NC(=CC=C1)C1=NOC(N1)=O)C1C=2C(CC(CC2OC=2CC(CC(C12)=O)(C)C)(C)C)=O (9-{2-Methoxy-5-[6-(5-oxo-4,5-dihydro-1,2,4-oxadiazol-3-yl)pyridin-2-yl]phenyl}-3,3,6,6-tetramethyl-3,4,5,6,7,9-hexahydro-1H-xanthene-1,8(2H)-dione). Isolated yield 69.6%. As a reaction SMILES: [C:1](N1C=CN=C1)(N1C=CN=C1)=[O:2].[OH:13][N:14]=[C:15]([C:17]1[CH:22]=[CH:21][CH:20]=[C:19]([C:23]2[CH:28]=[CH:27][C:26]([O:29][CH3:30])=[C:25]([CH:31]3[C:44]4[C:43](=[O:45])[CH2:42][C:41]([CH3:47])([CH3:46])[CH2:40][C:39]=4[O:38][C:37]4[CH2:36][C:35]([CH3:49])([CH3:48])[CH2:34][C:33](=[O:50])[C:32]3=4)[CH:24]=2)[N:18]=1)[NH2:16].N12CCCN=C1CCCCC2.[Cl-].[NH4+]>C1COCC1>[CH3:30][O:29][C:26]1[CH:27]=[CH:28][C:23]([C:19]2[CH:20]=[CH:21][CH:22]=[C:17]([C:15]3[NH:16][C:1](=[O:2])[O:13][N:14]=3)[N:18]=2)=[CH:24][C:25]=1[CH:31]1[C:32]2[C:33](=[O:50])[CH2:34][C:35]([CH3:49])([CH3:48])[CH2:36][C:37]=2[O:38][C:39]2[CH2:40][C:41]([CH3:46])([CH3:47])[CH2:42][C:43](=[O:45])[C:44]1=2 |f:3.4|. Procedure: 1,1′-Carbonyldiimidazole (173 mg, 1.07 mmol) was added to a solution of the N′-hydroxy-6-[4-methoxy-3-(3,3,6,6-tetramethyl-1,8-dioxo-2,3,4,5,6,7,8,9-octahydro-1H-xanthen-9-yl)phenyl]pyridine-2-carboximidamide produced in Example 8-1 (424 mg, 0.82 mmol) in THF (8.5 ml) at room temperature, and the mixture thus obtained was then stirred at the same temperature as above for 2 hours. Thereafter, 1,8-diazabicyclo[5.4.0]undec-7-ene (0.160 ml, 1.07 mmol) was added to the resulting solution, and the mix... The reactants are CC(NP(=O)(Cc1ccccc1)Cc1ccccc1)C(=O)N1CCCC1C(=O)O, CCOC(=O)C(N)Cc1ccc(O)cc1, CCOC(C)=O, Cl, CN(C)C=O, On1nnc2ccccc21. The product is CCOC(=O)C(Cc1ccc(O)cc1)NC(=O)C1CCCN1C(=O)C(C)NP(=O)(Cc1ccccc1)Cc1ccccc1. RXN SMILES: [CH2:1]([c:2]1[cH:3][cH:4][cH:5][cH:6][cH:7]1)[P:8](=[O:9])([CH2:10][c:11]1[cH:12][cH:13][cH:14][cH:15][cH:16]1)[NH:17][CH:18]([CH3:19])[C:20](=[O:21])[N:22]1[CH:23]([C:24](=[O:25])[OH:26])[CH2:27][CH2:28][CH2:29]1.[CH2:41]([CH3:42])[O:43][C:44]([CH:45]([NH2:46])[CH2:47][c:48]1[cH:49][cH:50][c:51]([OH:54])[cH:52][cH:53]1)=[O:55].[CH3:56][CH2:57][O:58][C:59](=[O:60])[CH3:61].[ClH:40].[O:62]=[CH:63][N:64]([CH3:65])[CH3:66].[OH:30][n:31]1[c:32]2[c:33]([cH:34][cH:35][cH:36][cH:37]2)[n:38][n:39]1>>[CH2:1]([c:2]1[cH:3][cH:4][cH:5][cH:6][cH:7]1)[P:8](=[O:9])([CH2:10][c:11]1[cH:12][cH:13][cH:14][cH:15][cH:16]1)[NH:17][CH:18]([CH3:19])[C:20](=[O:21])[N:22]1[CH:23]([C:24](=[O:25])[NH:46][CH:45]([C:44]([O:43][CH2:41][CH3:42])=[O:55])[CH2:47][c:48]2[cH:49][cH:50][c:51]([OH:54])[cH:52][cH:53]2)[CH2:27][CH2:28][CH2:29]1. The reactants are ClC1=CC=2N(C3=CC=CC=C13)C=C(N2)C(=O)OCC (ethyl 5-chloroimidazo[1,2-a]quinoline-2-carboxylate), O.C1(=CC=C(C=C1)S(=O)(=O)O)C (p-toluenesulfonic acid monohydrate). RXN SMILES: Cl[C:2]1[C:11]2[C:6](=[CH:7][CH:8]=[CH:9][CH:10]=2)[N:5]2[CH:12]=[C:13]([C:15]([O:17][CH2:18][CH3:19])=[O:16])[N:14]=[C:4]2[CH:3]=1.[OH2:20].[C:21]1(C)C=C[C:24](S(O)(=O)=O)=[CH:23][CH:22]=1>C(O)CCC>[CH2:21]([O:20][C:2]1[C:11]2[C:6](=[CH:7][CH:8]=[CH:9][CH:10]=2)[N:5]2[CH:12]=[C:13]([C:15]([O:17][CH2:18][CH3:19])=[O:16])[N:14]=[C:4]2[CH:3]=1)[CH2:22][CH2:23][CH3:24] |f:1.2|. Reported procedure: A mixture of ethyl 5-chloroimidazo[1,2-a]quinoline-2-carboxylate 2.75 g. (0.01 mole) and 40 mg. of p-toluenesulfonic acid monohydrate in 150 ml. of n-butanol is heated at 100° C. for 18 hours. The butanol is then removed under reduced pressure. The residue is dissolved in a small amount of chloroform and chromatographed on a silica gel column. The fractions containing the title compound are combined and evaporated to dryness. The product can be further purified by crystallization. The solvent is C(CCC)O (n-butanol). Product: C(CCC)OC1=CC=2N(C3=CC=CC=C13)C=C(N2)C(=O)OCC (Ethyl 5-n-Butoxyimidazo[1,2-a]quinoline-2-carboxylate).